The task is: describe an organic reaction: reactants, conditions, products, and yield. This data is from the Open Reaction Database (ORD), a public repository of structured organic reaction records. Starting materials: [N+](=O)(O)[O-] (nitric acid), COC(C1=C(C(=C(C=C1)O)F)F)=O (2,3-difluoro-4-hydroxy-benzoic acid methyl ester). Solvent: C(C)(=O)O (acetic acid), C(C)(=O)O (acetic acid). Reaction conditions: temperature 45 celsius, time 0.5 hour. Product: COC(C1=C(C(=C(C(=C1)[N+](=O)[O-])O)F)F)=O (2,3-Difluoro-4-hydroxy-5-nitro-benzoic acid methyl ester). Isolated yield 89.0%. RXN SMILES: [N+:1]([O-:4])(O)=[O:2].[CH3:5][O:6][C:7](=[O:17])[C:8]1[CH:13]=[CH:12][C:11]([OH:14])=[C:10]([F:15])[C:9]=1[F:16]>C(O)(=O)C>[CH3:5][O:6][C:7](=[O:17])[C:8]1[CH:13]=[C:12]([N+:1]([O-:4])=[O:2])[C:11]([OH:14])=[C:10]([F:15])[C:9]=1[F:16]. Reported procedure: Concentrated nitric acid (70% w/w) (0.72 mL, 11.2 mmol) in glacial acetic acid (2 mL) was added dropwise to a solution of 2,3-difluoro-4-hydroxy-benzoic acid methyl ester [Gonzales, Javier et al., PCT Int. Appl. (1999), 551 pp. WO 9901423 A1 19990114] (2 g, 10.6 mmol) in glacial acetic acid (28 mL). The mixture was stirred at 45° C. for 0.5 hour and then at room temperature overnight before it was evaporated to a quarter of the volume in vacuo. Water was added to the concentrate to give a solid ...